Dataset: the Open Reaction Database (ORD), a public repository of structured organic reaction records. Task: describe an organic reaction: reactants, conditions, products, and yield Starting materials: P(=O)(Cl)(Cl)Cl (phosphorus oxychloride), ClC(C(=O)Cl)(Cl)Cl (2,2,2-trichloroacetyl chloride), C(C=C)C(C(=O)OCC)C(=O)OCC (diethyl 2-allylmalonate). The reagents and catalysts are [Cu].[Zn] (Cu.Zn). Solvent: CCOCC (Et2O), CCOCC (Et2O). The product is ClC1(C(CC1=O)CC(C(=O)OCC)C(=O)OCC)Cl (Diethyl 2-((2,2-dichloro-3-oxocyclobutyl)methyl)malonate). Reaction SMILES: [CH2:1]([CH:4]([C:10]([O:12][CH2:13][CH3:14])=[O:11])[C:5]([O:7][CH2:8][CH3:9])=[O:6])[CH:2]=[CH2:3].P(Cl)(Cl)(Cl)=O.[Cl:20][C:21]([Cl:26])(Cl)[C:22](Cl)=[O:23]>CCOCC.[Cu].[Zn]>[Cl:20][C:21]1([Cl:26])[C:22](=[O:23])[CH2:3][CH:2]1[CH2:1][CH:4]([C:10]([O:12][CH2:13][CH3:14])=[O:11])[C:5]([O:7][CH2:8][CH3:9])=[O:6] |f:4.5|. Procedure: To a stirred suspension of Cu.Zn (1.771 g, 13.73 mmol) and diethyl 2-allylmalonate (1.084 mL, 5.49 mmol) in anhydrous Et2O (20 mL) at reflux was added a solution of phosphorus oxychloride (1.127 mL, 12.09 mmol) and 2,2,2-trichloroacetyl chloride (1.357 mL, 12.09 mmol) in Et2O (10 mL) dropwise through an addition funnel over 2 h. The resulting mixture was then heated at reflux overnight. After cooling to room temperature, the mixture was filtered through CELITE® and washed with EtOAc. The filtrat... Reactants: ICI, c1ccc(P(c2ccccc2)c2ccccc2)cc1, c1ccccc1. Yields the product [I-], IC[P+](c1ccccc1)(c1ccccc1)c1ccccc1. Reaction SMILES: [I:20][CH2:21][I:22].[c:1]1([P:7]([c:8]2[cH:9][cH:10][cH:11][cH:12][cH:13]2)[c:14]2[cH:15][cH:16][cH:17][cH:18][cH:19]2)[cH:2][cH:3][cH:4][cH:5][cH:6]1.[cH:23]1[cH:24][cH:25][cH:26][cH:27][cH:28]1>>[I-:20].[c:1]1([P+:7]([c:8]2[cH:9][cH:10][cH:11][cH:12][cH:13]2)([c:14]2[cH:15][cH:16][cH:17][cH:18][cH:19]2)[CH2:21][I:22])[cH:2][cH:3][cH:4][cH:5][cH:6]1.